Dataset: the Open Reaction Database (ORD), a public repository of structured organic reaction records. Task: describe an organic reaction: reactants, conditions, products, and yield Starting materials: C1(=CC=C(C=C1)S(=O)(=O)C1=C(N=CN1)C1=NC=CC=C1)C (2-[5-(Toluene-4-sulfonyl)-1H-imidazol-4-yl]-pyridine), [H-].[Na+] (NaH), O (H2O), C[Si](C)(C)CCOCCl (SEM-Cl). The solvent is CN(C)C=O (DMF). Run at time 30 minute. Yields the product C1(=CC=C(C=C1)S(=O)(=O)C1=C(N=CN1COCC[Si](C)(C)C)C1=NC=CC=C1)C (2-[5-(Toluene-4-sulfonyl)-1-(2-trimethylsilanyl-ethoxymethyl)-1H-imidazol-4-yl]-pyridine). RXN SMILES: [C:1]1([CH3:21])[CH:6]=[CH:5][C:4]([S:7]([C:10]2[NH:14][CH:13]=[N:12][C:11]=2[C:15]2[CH:20]=[CH:19][CH:18]=[CH:17][N:16]=2)(=[O:9])=[O:8])=[CH:3][CH:2]=1.[H-].[Na+].[CH3:24][Si:25]([CH2:28][CH2:29][O:30][CH2:31]Cl)([CH3:27])[CH3:26].O>CN(C=O)C>[C:1]1([CH3:21])[CH:2]=[CH:3][C:4]([S:7]([C:10]2[N:14]([CH2:31][O:30][CH2:29][CH2:28][Si:25]([CH3:27])([CH3:26])[CH3:24])[CH:13]=[N:12][C:11]=2[C:15]2[CH:20]=[CH:19][CH:18]=[CH:17][N:16]=2)(=[O:9])=[O:8])=[CH:5][CH:6]=1 |f:1.2|. Procedure: To a stirred solution of 2-[5-(Toluene-4-sulfonyl)-1H-imidazol-4-yl]-pyridine (Tetrahedron Lett. 1976, 285) (1.65 g, 5.51 mmol) in dry DMF (15 mL) was added NaH (60% in mineral oil, 0.36 g, 9.0 mmol) at room temperature under N2. After 30 minutes stirring, SEM-Cl (1.21 mL, 6.83 mmol) was added through a syringe. The slurry was further stirred at room temperature for 6 hours, and then poured into cold H2O (100 mL), extracted with dichloromethane (3×50 mL). Combined dichloromethane solution was wa... Reactants: CCCN=C=O, CCCCCCCCCCCO, CCOCC. Product: CCCCCCCCCCCOC(=O)NCCC. RXN SMILES: [CH2:13]([CH2:14][CH3:15])[N:16]=[C:17]=[O:18].[CH2:1]([CH2:2][CH2:3][CH2:4][CH2:5][CH2:6][CH2:7][CH2:8][CH2:9][CH2:10][CH3:11])[OH:12].[CH3:19][CH2:20][O:21][CH2:22][CH3:23]>>[CH2:1]([CH2:2][CH2:3][CH2:4][CH2:5][CH2:6][CH2:7][CH2:8][CH2:9][CH2:10][CH3:11])[O:12][C:17]([NH:16][CH2:13][CH2:14][CH3:15])=[O:18]. The reactants are C1COCCO1, CNS(=O)(=O)c1ccc(Nc2cc(N3CCCC3)cc(Cl)n2)cc1, OB(O)c1ccc(OC(F)(F)F)cc1, [Na+], [Na+], O=C([O-])[O-], O, c1ccc(P(c2ccccc2)(c2ccccc2)[Pd](P(c2ccccc2)(c2ccccc2)c2ccccc2)(P(c2ccccc2)(c2ccccc2)c2ccccc2)P(c2ccccc2)(c2ccccc2)c2ccccc2)cc1. Product: CNS(=O)(=O)c1ccc(Nc2cc(N3CCCC3)cc(-c3ccc(OC(F)(F)F)cc3)n2)cc1. Reaction SMILES: [CH2:46]1[O:47][CH2:48][CH2:49][O:50][CH2:51]1.[Cl:1][c:2]1[cH:3][c:4]([N:20]2[CH2:21][CH2:22][CH2:23][CH2:24]2)[cH:5][c:6]([NH:8][c:9]2[cH:10][cH:11][c:12]([S:15](=[O:16])(=[O:17])[NH:18][CH3:19])[cH:13][cH:14]2)[n:7]1.[F:31][C:32]([O:33][c:34]1[cH:35][cH:36][c:37]([B:40]([OH:41])[OH:42])[cH:38][cH:39]1)([F:43])[F:44].[Na+:25].[Na+:26].[O-:27][C:28](=[O:29])[O-:30].[OH2:45].[cH:52]1[cH:53][cH:54][c:55]([P:56]([Pd:57]([P:58]([c:59]2[cH:60][cH:61][cH:62][cH:63][cH:64]2)([c:65]2[cH:66][cH:67][cH:68][cH:69][cH:70]2)[c:71]2[cH:72][cH:73][cH:74][cH:75][cH:76]2)([P:77]([c:78]2[cH:79][cH:80][cH:81][cH:82][cH:83]2)([c:84]2[cH:85][cH:86][cH:87][cH:88][cH:89]2)[c:90]2[cH:91][cH:92][cH:93][cH:94][cH:95]2)[P:96]([c:97]2[cH:98][cH:99][cH:100][cH:101][cH:102]2)([c:103]2[cH:104][cH:105][cH:106][cH:107][cH:108]2)[c:109]2[cH:110][cH:111][cH:112][cH:113][cH:114]2)([c:115]2[cH:116][cH:117][cH:118][cH:119][cH:120]2)[c:121]2[cH:122][cH:123][cH:124][cH:125][cH:126]2)[cH:127][cH:128]1>>[c:2]1(-[c:37]2[cH:36][cH:35][c:34]([O:33][C:32]([F:31])([F:43])[F:44])[cH:39][cH:38]2)[cH:3][c:4]([N:20]2[CH2:21][CH2:22][CH2:23][CH2:24]2)[cH:5][c:6]([NH:8][c:9]2[cH:10][cH:11][c:12]([S:15](=[O:16])(=[O:17])[NH:18][CH3:19])[cH:13][cH:14]2)[n:7]1. Starting materials: [N+](=O)([O-])C=1C=C(C=CC1)O (3-nitro-phenol), [OH-].[K+] (potassium hydroxide), FC(=C(Cl)F)F (trifluoro-chloroethylene). The solvent is CN(C=O)C (dimethyl formamide). Reaction conditions: temperature 60 celsius. Yields the product FC(C(Cl)F)(OC=1C=C(N)C=CC1)F (3-(1',1',2'-trifluoro-2'-chloroethoxy)-aniline). RXN SMILES: [N+:1]([C:4]1[CH:5]=[C:6]([OH:10])[CH:7]=[CH:8][CH:9]=1)([O-])=O.[OH-].[K+].[F:13][C:14]([F:18])=[C:15]([F:17])[Cl:16]>CN(C)C=O>[F:13][C:14]([F:18])([O:10][C:6]1[CH:5]=[C:4]([CH:9]=[CH:8][CH:7]=1)[NH2:1])[CH:15]([F:17])[Cl:16] |f:1.2|. Procedure: 139 grams (1 mole) of 3-nitro-phenol and 28 grams (0.5 mole) of potassium hydroxide were dissolved in 400 milliliters of dimethyl formamide, and 140 grams (1.2 mole) of trifluoro-chloroethylene were introduced in a gas pipe at 40° C; the mixture was then maintained at 60° C for 2 hours. The main amount of dimethyl formamide was distilled off in vacuo. The residue was poured into ice water, separated, dried over Na2SO4 and distilled in vacuo. Reactants: [N+](=O)([O-])C1=CC=C(CC=2C=C3CC(NC3=CC2)=O)C=C1 (5-(4-Nitro-benzyl)-1,3-dihydro-indol-2-one). Reagents/catalysts: [Pd] (Pd/C). The solvent is CO (MeOH). Conditions: time 2.5 hour. The product is NC1=CC=C(CC=2C=C3CC(NC3=CC2)=O)C=C1 (5-(4-Amino-benzyl)-1,3-dihydro-indol-2-one). The yield is 58.0%. As a reaction SMILES: [N+:1]([C:4]1[CH:20]=[CH:19][C:7]([CH2:8][C:9]2[CH:10]=[C:11]3[C:15](=[CH:16][CH:17]=2)[NH:14][C:13](=[O:18])[CH2:12]3)=[CH:6][CH:5]=1)([O-])=O>CO.[Pd]>[NH2:1][C:4]1[CH:5]=[CH:6][C:7]([CH2:8][C:9]2[CH:10]=[C:11]3[C:15](=[CH:16][CH:17]=2)[NH:14][C:13](=[O:18])[CH2:12]3)=[CH:19][CH:20]=1. Procedure details: 5-(4-Nitro-benzyl)-1,3-dihydro-indol-2-one (0.524 g, 1.94 mmols) was suspended in 35 ml of MeOH. 5% Pd/C (50 mg) was added to the flask which then was placed on a PARR apparatus. The flask was evacuated then charged with H2(g) (55 psi). This evacuation/H2(g) fill procedure was repeated 3 times (to degas the reaction mixture). The reaction vessel charged with H2(g) (55 psi) was shaken on the PARR apparatus for 2.5 hours after which the contents were filtered through celite. The organic solution w... Starting materials: COC1=C(C=C(C=C1)N(CC1CCOCC1)C)[N+](=O)[O-] ((4-methoxy-3-nitro-phenyl)-methyl-(tetrahydro-pyran-4-ylmethyl)-amine). The reagents and catalysts are [Pd] (palladium on charcoal). Solvent: CO (methanol). Run at time 18 hour. The product is COC1=C(C=C(C=C1)N(CC1CCOCC1)C)N (4-methoxy-N1-methyl-N1-(tetrahydropyran-4-ylmethyl)-benzene-1,3-diamine). Isolated yield 70.3%. As a reaction SMILES: [CH3:1][O:2][C:3]1[CH:8]=[CH:7][C:6]([N:9]([CH3:17])[CH2:10][CH:11]2[CH2:16][CH2:15][O:14][CH2:13][CH2:12]2)=[CH:5][C:4]=1[N+:18]([O-])=O>CO.[Pd]>[CH3:1][O:2][C:3]1[CH:8]=[CH:7][C:6]([N:9]([CH3:17])[CH2:10][CH:11]2[CH2:12][CH2:13][O:14][CH2:15][CH2:16]2)=[CH:5][C:4]=1[NH2:18]. Procedure: To a stirred solution of 3.5 g (12.5 mmol) (4-methoxy-3-nitro-phenyl)-methyl-(tetrahydro-pyran-4-ylmethyl)-amine in 230 ml methanol was added 70 mg 10% palladium on charcoal and the mixture was then stirred for 18 hours at room temperature under an atmosphere of hydrogen. The mixture was then filtered and the filtrate concentrated in vacuo to afford 2.20 g (70%) 4-methoxy-N1-methyl-N1-(tetrahydropyran-4-ylmethyl)-benzene-1,3-diamine as a dark brown oil. ES-MS m/e (%): 251 (M+H+, 100).